From a dataset of the Open Reaction Database (ORD), a public repository of structured organic reaction records. describe an organic reaction: reactants, conditions, products, and yield Reactants: O=C([O-])[O-], C1CCOC1, COC(C)(C)C#Cc1ccc2c(c1)C1(COC(N)=N1)c1cc(Br)cnc1O2, [K+], [K+], c1ccc(P(c2ccccc2)(c2ccccc2)[Pd](P(c2ccccc2)(c2ccccc2)c2ccccc2)(P(c2ccccc2)(c2ccccc2)c2ccccc2)P(c2ccccc2)(c2ccccc2)c2ccccc2)cc1, OB(O)c1cccnc1. Product: COC(C)(C)C#Cc1ccc2c(c1)C1(COC(N)=N1)c1cc(-c3cccnc3)cnc1O2. As a reaction SMILES: [C:42](=[O:43])([O-:44])[O-:45].[CH2:37]1[O:38][CH2:39][CH2:40][CH2:41]1.[CH3:1][O:2][C:3]([C:4]#[C:5][c:6]1[cH:7][c:8]2[c:18]([cH:19][cH:20]1)[O:17][c:11]1[c:10]([cH:15][c:14]([Br:16])[cH:13][n:12]1)[C:9]21[N:21]=[C:22]([NH2:25])[O:23][CH2:24]1)([CH3:26])[CH3:27].[K+:46].[K+:47].[cH:48]1[cH:49][cH:50][c:51]([P:52]([Pd:53]([P:54]([c:55]2[cH:56][cH:57][cH:58][cH:59][cH:60]2)([c:61]2[cH:62][cH:63][cH:64][cH:65][cH:66]2)[c:67]2[cH:68][cH:69][cH:70][cH:71][cH:72]2)([P:73]([c:74]2[cH:75][cH:76][cH:77][cH:78][cH:79]2)([c:80]2[cH:81][cH:82][cH:83][cH:84][cH:85]2)[c:86]2[cH:87][cH:88][cH:89][cH:90][cH:91]2)[P:92]([c:93]2[cH:94][cH:95][cH:96][cH:97][cH:98]2)([c:99]2[cH:100][cH:101][cH:102][cH:103][cH:104]2)[c:105]2[cH:106][cH:107][cH:108][cH:109][cH:110]2)([c:111]2[cH:112][cH:113][cH:114][cH:115][cH:116]2)[c:117]2[cH:118][cH:119][cH:120][cH:121][cH:122]2)[cH:123][cH:124]1.[n:28]1[cH:29][c:30]([B:34]([OH:35])[OH:36])[cH:31][cH:32][cH:33]1>>[CH3:1][O:2][C:3]([C:4]#[C:5][c:6]1[cH:7][c:8]2[c:18]([cH:19][cH:20]1)[O:17][c:11]1[c:10]([cH:15][c:14](-[c:30]3[cH:29][n:28][cH:33][cH:32][cH:31]3)[cH:13][n:12]1)[C:9]21[N:21]=[C:22]([NH2:25])[O:23][CH2:24]1)([CH3:26])[CH3:27]. The reactants are CN(C)CCOC=1C=C(C(=O)OC)C=CC1I (Methyl 3-[2-(N,N-dimethylamino)ethoxy]-4-iodobenzoate), CN(C)CCOC=1C=C(C(=O)OC)C=CC1I (Methyl 3-[2-(N,N-dimethylamino)ethoxy]-4-iodobenzoate), [OH-].[Na+] (sodium hydroxide). Solvent: CO (methanol). The product is CN(C)CCOC=1C=C(C(=O)O)C=CC1I (3-[2-(N,N-Dimethylamino)ethoxy]-4-iodobenzoic acid). As a reaction SMILES: [CH3:1][N:2]([CH2:4][CH2:5][O:6][C:7]1[CH:8]=[C:9]([CH:14]=[CH:15][C:16]=1[I:17])[C:10]([O:12]C)=[O:11])[CH3:3].[OH-].[Na+]>CO>[CH3:3][N:2]([CH2:4][CH2:5][O:6][C:7]1[CH:8]=[C:9]([CH:14]=[CH:15][C:16]=1[I:17])[C:10]([OH:12])=[O:11])[CH3:1] |f:1.2|. Reported procedure: Methyl 3-[2-(N,N-dimethylamino)ethoxy]-4-iodobenzoate (Intermediate 3) (100 mg) was stirred in methanol (2 ml) and sodium hydroxide solution (2N, 2 ml) for 6 hours at room temperature. The methanol was evaporated under vacuum and the remaining solution neutralised with hydrochloric acid (2M). The mixture was extracted with ethyl acetate/chloroform (1:1) and the organic extracts reduced to dryness under vacuum to give 3-[2-(N,N-Dimethylamino)ethoxy]-4-iodobenzoic acid. The reactants are C1COCCO1, CCOC(=O)c1cc(OCc2cccc(Cl)c2)ccc1C, [Li+], [OH-], O. Yields the product Cc1ccc(OCc2cccc(Cl)c2)cc1C(=O)O. RXN SMILES: [CH2:24]1[O:25][CH2:26][CH2:27][O:28][CH2:29]1.[Cl:3][c:4]1[cH:5][c:6]([CH2:10][O:11][c:12]2[cH:13][cH:14][c:15]([CH3:23])[c:16]([C:17](=[O:18])[O:19][CH2:20][CH3:21])[cH:22]2)[cH:7][cH:8][cH:9]1.[Li+:1].[OH-:2].[OH2:30]>>[Cl:3][c:4]1[cH:5][c:6]([CH2:10][O:11][c:12]2[cH:13][cH:14][c:15]([CH3:23])[c:16]([C:17](=[O:18])[OH:19])[cH:22]2)[cH:7][cH:8][cH:9]1. Starting materials: Cl.COC(C(N)C(C)C)=O (D,L-valine methyl ester hydrochloride), C(C#CC)OC1=CC=C(C=C1)S(=O)(=O)Cl (4-but-2-ynyloxybenzenesulfonyl chloride). Product: sulfonamide ester, COC(C(C(C)C)NS(=O)(=O)C1=CC=C(C=C1)OCC#CC)=O (2-(4-but-2-ynyloxy-benzenesulfonylamino)-3-methyl-butyric acid methyl ester). As a reaction SMILES: Cl.[CH3:2][O:3][C:4](=[O:10])[CH:5]([CH:7]([CH3:9])[CH3:8])[NH2:6].[CH2:11]([O:15][C:16]1[CH:21]=[CH:20][C:19]([S:22](Cl)(=[O:24])=[O:23])=[CH:18][CH:17]=1)[C:12]#[C:13][CH3:14]>>[CH3:2][O:3][C:4](=[O:10])[CH:5]([NH:6][S:22]([C:19]1[CH:18]=[CH:17][C:16]([O:15][CH2:11][C:12]#[C:13][CH3:14])=[CH:21][CH:20]=1)(=[O:24])=[O:23])[CH:7]([CH3:9])[CH3:8] |f:0.1|. Reported procedure: According to the procedure of Example 20, 1.500 g (8.95 mmol) of D,L-valine methyl ester hydrochloride and 2.19 g (8.95 mmol) of 4-but-2-ynyloxybenzenesulfonyl chloride provided 2.15 g of the NH-sulfonamide ester, 2-(4-but-2-ynyloxy-benzenesulfonylamino)-3-methyl-butyric acid methyl ester, as a white solid. Reactants: C[Si](C)(C)[NH-].C[Si](C)(C)[NH-].[Na+].[Na+] (sodium bis(trimethylsilylamide)), FC(CCC(=O)O)(F)F (4,4,4-Trifluorobutyric acid), CI (methyl iodide), FC(CCC(=O)Cl)(F)F (4,4,4-trifluorobutyryl chloride), C(C(=O)Cl)(=O)Cl (oxalyl chloride), FC(CCC(=O)Cl)(F)F (4,4,4-trifluorobutyryl chloride), C[C@H]1N(C(O[C@H]1C1=CC=CC=C1)=O)C(CCC(F)(F)F)=O ((4R,5S)-4-methyl-3-(4,4,4-trifluorobutyryl)-5-phenyl-2-oxazolidinone), C[C@H]1NC(O[C@H]1C1=CC=CC=C1)=O ((4R,5S)-(+)-4-methyl-5-phenyl-2-oxazolidinone), C(CCC)[Li] (butyl lithium). Yields the product C[C@H]1N(C(O[C@H]1C1=CC=CC=C1)=O)C([C@@H](CC(F)(F)F)C)=O ((4R,5S)-4-methyl-3-((2R)-2-methyl-4,4,4-trifluorobutyryl)-5-phenyl-2-oxazolidinone). Reaction SMILES: [F:1][C:2]([F:9])([F:8])[CH2:3][CH2:4][C:5]([OH:7])=O.F[C:11](F)(F)CCC(Cl)=O.C(Cl)(=O)C(Cl)=O.[CH3:25][C@@H:26]1[C@H:30]([C:31]2[CH:36]=[CH:35][CH:34]=[CH:33][CH:32]=2)[O:29][C:28](=[O:37])[N:27]1C(=O)CCC(F)(F)F.C[C@@H]1[C@H](C2C=CC=CC=2)OC(=O)N1.C([Li])CCC.C[Si]([NH-])(C)C.C[Si]([NH-])(C)C.[Na+].[Na+].CI>>[CH3:25][C@@H:26]1[C@H:30]([C:31]2[CH:36]=[CH:35][CH:34]=[CH:33][CH:32]=2)[O:29][C:28](=[O:37])[N:27]1[C:5](=[O:7])[C@H:4]([CH3:11])[CH2:3][C:2]([F:1])([F:9])[F:8] |f:6.7.8.9|. Procedure: 4,4,4-Trifluorobutyric acid may be converted into 4,4,4-trifluorobutyryl chloride by treatment with oxalyl chloride. The 4,4,4-trifluorobutyryl chloride may then be converted into (4R,5S)-4-methyl-3-(4,4,4-trifluorobutyryl)-5-phenyl-2-oxazolidinone by reaction with (4R,5S)-(+)-4-methyl-5-phenyl-2-oxazolidinone in the presence of butyl lithium. The product of this reaction may then be methylated by treatment with sodium bis(trimethylsilylamide) followed by methyl iodide to afford (4R,5S)-4-methyl... Procedure details: The title compound, was prepared from 6-Methyl-4-(4,4,5,5-tetramethyl-[1,3,2]dioxaborolan-2-yl)-pyridine-2-carboxylic acid (4-methyl-thiazol-2-yl)-amide in accordance with the general method of example 131, step 2 using 2-Chloro-5-fluoro-4-iodopyridine instead of 3-Trifluoromethyl-5-bromopyridine to yield the final compound as a off-white solid, MS (ISP): m/e=363.2, 365.1 (M+H)+. Product: CC=1N=C(SC1)NC(=O)C1=NC(=CC(=C1)C1=CC(=NC=C1F)Cl)C (2′-Chloro-5′-fluoro-6-methyl-[4,4′]bipyridinyl-2-carboxylic acid (4-methyl-thiazol-2-yl)-amide). RXN SMILES: [CH3:1][C:2]1[N:3]=[C:4]([NH:7][C:8]([C:10]2[CH:15]=[C:14](B3OC(C)(C)C(C)(C)O3)[CH:13]=[C:12]([CH3:25])[N:11]=2)=[O:9])[S:5][CH:6]=1.[Cl:26][C:27]1[CH:32]=[C:31](I)[C:30]([F:34])=[CH:29][N:28]=1>>[CH3:1][C:2]1[N:3]=[C:4]([NH:7][C:8]([C:10]2[CH:15]=[C:14]([C:31]3[C:30]([F:34])=[CH:29][N:28]=[C:27]([Cl:26])[CH:32]=3)[CH:13]=[C:12]([CH3:25])[N:11]=2)=[O:9])[S:5][CH:6]=1. Reactants: CC=1N=C(SC1)NC(=O)C1=NC(=CC(=C1)B1OC(C(O1)(C)C)(C)C)C (6-Methyl-4-(4,4,5,5-tetramethyl-[1,3,2]dioxaborolan-2-yl)-pyridine-2-carboxylic acid (4-methyl-thiazol-2-yl)-amide), ClC1=NC=C(C(=C1)I)F (2-Chloro-5-fluoro-4-iodopyridine). Reactants: BrC1=CC=C(C=C2C(OC(OC2=O)(C)C)=O)C=C1 (5-(4-bromobenzylidene)-2,2-dimethyl-1,3-dioxane-4,6-dione), C(C)N1N=C(C=C1N)C1=NC=CC=C1 (1-ethyl-3-(pyridin-2-yl)-1H-pyrazol-5-amine), CN(C)C=O (DMF). The solvent is O (water). Conditions: temperature 60 celsius. Yields the product BrC1=CC(=C(C=C1)C1C2=C(NC(C1)=O)N(N=C2C2=NC=CC=C2)CC)C (4-(4-bromo-2-methylphenyl)-1-ethyl-3-(pyridin-2-yl)-4,5-dihydro-1H-pyrazolo[3,4-b]pyridin-6(7H)-one). The yield is 80.0%. As a reaction SMILES: [Br:1][C:2]1[CH:18]=[CH:17][C:5]([CH:6]=[C:7]2[C:12](=[O:13])OC(C)(C)OC2=O)=[CH:4][CH:3]=1.[CH2:19]([N:21]1[C:25]([NH2:26])=[CH:24][C:23]([C:27]2[CH:32]=[CH:31][CH:30]=[CH:29][N:28]=2)=[N:22]1)[CH3:20].[CH3:33]N(C=O)C>O>[Br:1][C:2]1[CH:3]=[CH:4][C:5]([CH:6]2[CH2:7][C:12](=[O:13])[NH:26][C:25]3[N:21]([CH2:19][CH3:20])[N:22]=[C:23]([C:27]4[CH:32]=[CH:31][CH:30]=[CH:29][N:28]=4)[C:24]2=3)=[C:17]([CH3:33])[CH:18]=1. Procedure: A mixture of 5-(4-bromobenzylidene)-2,2-dimethyl-1,3-dioxane-4,6-dione (1.1 g, 3.54 mmol, Preparation W.1) and 1-ethyl-3-(pyridin-2-yl)-1H-pyrazol-5-amine (0.67 g, 3.54 mmol, prepared using B from Example #2, step A with ethyl hydrazine oxalate) in DMF (5 mL) was heated under nitrogen at about 60° C. for about 30 min. The reaction was cooled to rt, diluted with water (20 mL) and then the product was filtered off and rinsed with water (˜20 mL). The product was dried under vacuum at about 50° C. f...